Dataset: the Open Reaction Database (ORD), a public repository of structured organic reaction records. Task: describe an organic reaction: reactants, conditions, products, and yield The reactants are C1(CC1)CC1=NC=NC=C1C1=NC(=NC=C1)SC (4′-(Cyclopropylmethyl)-2-(methylsulfanyl)-4,5′-bipyrimidine), C1=CC(=CC(=C1)Cl)C(=O)OO (mCPBA). The solvent is C(Cl)Cl (DCM). Run at time 1 hour. Product: C1(CC1)CC1=NC=NC=C1C1=NC(=NC=C1)S(=O)C (4′-(cyclopropylmethyl)-2-(methylsulfinyl)-4,5′-bipyrimidine). Reaction SMILES: [CH:1]1([CH2:4][C:5]2[C:10]([C:11]3[CH:16]=[CH:15][N:14]=[C:13]([S:17][CH3:18])[N:12]=3)=[CH:9][N:8]=[CH:7][N:6]=2)[CH2:3][CH2:2]1.C1C=C(Cl)C=C(C(OO)=[O:27])C=1>C(Cl)Cl>[CH:1]1([CH2:4][C:5]2[C:10]([C:11]3[CH:16]=[CH:15][N:14]=[C:13]([S:17]([CH3:18])=[O:27])[N:12]=3)=[CH:9][N:8]=[CH:7][N:6]=2)[CH2:2][CH2:3]1. Procedure details: To a solution of 4′-(cyclopropylmethyl)-2-(methylsulfanyl)-4,5′-bipyrimidine (4a) (62.5 mg, 0.242 mmol) in DCM (968 μl), mCPBA (65.1 mg, 0.290 mmol) was added and the reaction mixture was stirred at rt for 1 hour. The crude reaction mixture was partitioned between saturated sodium bicarbonate solution and DCM. The aqueous layer was separated and back-extracted twice with DCM. The combined organic extracts were washed with brine, dried over sodium sulfate, then concentrated in vacuo. The crude pr... Starting materials: Cc1ccc(S(=O)(=O)OCC2COc3c(Cl)cc(S(C)(=O)=O)cc3O2)cc1, NCCO. The product is CS(=O)(=O)c1cc(Cl)c2c(c1)OC(CNCCO)CO2. As a reaction SMILES: [CH3:1][c:2]1[cH:3][cH:4][c:5]([S:6]([O:7][CH2:12][CH:13]2[CH2:14][O:15][c:16]3[c:17]([cH:19][c:20]([S:24](=[O:25])(=[O:26])[CH3:27])[cH:21][c:22]3[Cl:23])[O:18]2)(=[O:8])=[O:9])[cH:10][cH:11]1.[NH2:28][CH2:29][CH2:30][OH:31]>>[CH2:12]([CH:13]1[CH2:14][O:15][c:16]2[c:17]([cH:19][c:20]([S:24](=[O:25])(=[O:26])[CH3:27])[cH:21][c:22]2[Cl:23])[O:18]1)[NH:28][CH2:29][CH2:30][OH:31]. Product: CCOC(=O)C(CCC(N)=O)(Oc1cccc2ccccc12)C(=O)OCC. Reaction SMILES: [CH2:12]([CH3:13])[O:14][C:15]([CH:16]([C:17](=[O:18])[O:19][CH2:20][CH3:21])[O:22][c:23]1[cH:24][cH:25][cH:26][c:27]2[cH:28][cH:29][cH:30][cH:31][c:32]12)=[O:33].[CH3:40][C:41]#[N:42].[ClH:39].[N:1]12[CH2:2][CH2:3][CH2:4][N:5]=[C:6]1[CH2:7][CH2:8][CH2:9][CH2:10][CH2:11]2.[NH2:34][C:35](=[O:36])[CH:37]=[CH2:38].[OH2:43]>>[CH2:12]([CH3:13])[O:14][C:15]([C:16]([C:17](=[O:18])[O:19][CH2:20][CH3:21])([O:22][c:23]1[cH:24][cH:25][cH:26][c:27]2[cH:28][cH:29][cH:30][cH:31][c:32]12)[CH2:38][CH2:37][C:35]([NH2:34])=[O:36])=[O:33]. The reactants are CCOC(=O)C(Oc1cccc2ccccc12)C(=O)OCC, CC#N, Cl, C1CCC2=NCCCN2CC1, C=CC(N)=O, O. Reactants: ClC(C)C1=CC=2CC3=CC=CC=C3C2C=C1 (2-(1-chloroethyl)-9H-fluorene), N1C=NC=C1 (imidazole). The solvent is CN(C=O)C (N,N-dimethylformamide). Reaction conditions: temperature 100 celsius, time 2 hour. Yields the product C1=C(C=CC=2C3=CC=CC=C3CC12)C(C)N1C=NC=C1 (1-[1-(9H-fluoren-2-yl) ethyl]-1H-imidazole). RXN SMILES: Cl[CH:2]([C:4]1[CH:16]=[CH:15][C:14]2[C:13]3[C:8](=[CH:9][CH:10]=[CH:11][CH:12]=3)[CH2:7][C:6]=2[CH:5]=1)[CH3:3].[NH:17]1[CH:21]=[CH:20][N:19]=[CH:18]1>CN(C)C=O>[CH:5]1[C:6]2[CH2:7][C:8]3[C:13](=[CH:12][CH:11]=[CH:10][CH:9]=3)[C:14]=2[CH:15]=[CH:16][C:4]=1[CH:2]([N:17]1[CH:21]=[CH:20][N:19]=[CH:18]1)[CH3:3]. Procedure: The thus obtained 2-(1-chloroethyl)-9H-fluorene was dissolved in 20 ml of N,N-dimethylformamide, and the solution was mixed with imidazole (2.72 g), followed by stirring at 100° C. for 2 hours. The solvent was evaporated under a reduced pressure, and water was added to the resulting residue, followed by extraction with chloroform. The chloroform layer was washed with water and dried over anhydrous magnesium sulfate, the solvent was evaporated under a reduced pressure and then the resulting resid... The reactants are CCO, Cl, [Fe], N#Cc1cc(Oc2ccc(Cl)cc2)ccc1[N+](=O)[O-], O. Yields the product N#Cc1cc(Oc2ccc(Cl)cc2)ccc1N. Reaction SMILES: [CH3:22][CH2:23][OH:24].[ClH:1].[Fe:25].[N+:3]([O-:4])(=[O:5])[c:6]1[c:7]([C:8]#[N:9])[cH:10][c:11]([O:14][c:15]2[cH:16][cH:17][c:18]([Cl:21])[cH:19][cH:20]2)[cH:12][cH:13]1.[OH2:2]>>[NH2:3][c:6]1[c:7]([C:8]#[N:9])[cH:10][c:11]([O:14][c:15]2[cH:16][cH:17][c:18]([Cl:21])[cH:19][cH:20]2)[cH:12][cH:13]1.